This data is from the Open Reaction Database (ORD), a public repository of structured organic reaction records. The task is: describe an organic reaction: reactants, conditions, products, and yield Reactants: ClC=1C=C(C(=O)O)C=CC1N1CCC(CC1)O (3-chloro-4-(4-hydroxypiperidino)benzoic acid), [Si](C)(C)(C(C)(C)C)OS(=O)(=O)C(F)(F)F (tert-butyldimethylsilyltriflate), CCOC(=O)C (EtOAc). Solvent: C(Cl)Cl (methylene chloride), N1=C(C=CC=C1C)C (2,6-lutidine). The product is COC(C1=CC(=C(C=C1)N1CCC(CC1)O[Si](C)(C)C(C)(C)C)Cl)=O (4-(4-tert-butyldimethylsilyloxypiperidino)-3-chlorobenzoic acid methyl ester). As a reaction SMILES: [Cl:1][C:2]1[CH:3]=[C:4]([CH:8]=[CH:9][C:10]=1[N:11]1[CH2:16][CH2:15][CH:14]([OH:17])[CH2:13][CH2:12]1)[C:5]([OH:7])=[O:6].[Si:18](OS(C(F)(F)F)(=O)=O)([C:21]([CH3:24])([CH3:23])[CH3:22])([CH3:20])[CH3:19].[CH3:33]COC(C)=O>C(Cl)Cl.N1C(C)=CC=CC=1C>[CH3:33][O:6][C:5](=[O:7])[C:4]1[CH:8]=[CH:9][C:10]([N:11]2[CH2:12][CH2:13][CH:14]([O:17][Si:18]([C:21]([CH3:24])([CH3:23])[CH3:22])([CH3:20])[CH3:19])[CH2:15][CH2:16]2)=[C:2]([Cl:1])[CH:3]=1. Procedure details: To a solution of 0.70 g of 3-chloro-4-(4-hydroxypiperidino)benzoic acid in 15 ml of methylene chloride, 1.5 ml of 2,6-lutidine and 2.7 g of tert-butyldimethylsilyltriflate were added, and the mixture was stirred at room temperature for 2 weeks. To the reaction solution, EtOAc was added, and the organic layer was washed with water and brine and then dried over sodium sulfate. After the evaporation of the solvent, the obtained residue was purified by silica gel column chromatography (eluent: hexan... Reactants: CC1(C)C(O)c2ccc(Br)cc2S1(=O)=O, [H-], CI, [Na+], CN(C)C=O. Yields the product COC1c2ccc(Br)cc2S(=O)(=O)C1(C)C. As a reaction SMILES: [Br:3][c:4]1[cH:5][c:6]2[c:7]([cH:16][cH:17]1)[CH:8]([OH:15])[C:9]([CH3:13])([CH3:14])[S:10]2(=[O:11])=[O:12].[H-:2].[I:18][CH3:19].[Na+:1].[O:20]=[CH:21][N:22]([CH3:23])[CH3:24]>>[Br:3][c:4]1[cH:5][c:6]2[c:7]([cH:16][cH:17]1)[CH:8]([O:15][CH3:19])[C:9]([CH3:13])([CH3:14])[S:10]2(=[O:11])=[O:12]. Starting materials: C1C=CC2C1C3CC2C=C3 (dicyclopentadiene), RuClH(H2)(PCy3)2, ClC(C(Cl)(Cl)Cl)(Cl)Cl (hexachloroethane), RuClH(H2)(PCy3)2, ClC(C(Cl)(Cl)Cl)(Cl)Cl (hexachloroethane), C1C=CC2C1C3CC2C=C3 (dicyclopentadiene). Reaction conditions: time 3 hour. Product: C1C=CC2C1[C@H]3C[C@@H]2C=C3 (DCPD). As a reaction SMILES: [CH2:1]1[CH:5]2[CH:6]3[CH:10]=[CH:9][CH:8]([CH:4]2[CH:3]=[CH:2]1)[CH2:7]3.ClC(Cl)(Cl)C(Cl)(Cl)Cl>>[CH2:1]1[CH:5]2[C@@H:6]3[CH:10]=[CH:9][C@H:8]([CH:4]2[CH:3]=[CH:2]1)[CH2:7]3. Procedure details: A 10.0 gram (75.6 mmol) amount of dicyclopentadiene was added to a 20 ml scintillation vial. A 5.0 milligram (7.2 μmol) amount of RuClH(H2)(PCy3)2 was added. One equivalent of hexachloroethane was charged per equivalent of RuClH(H2)(PCy3)2 via the addition of 0.1 mls of a 72 mM hexachloroethane solution. The ring opening polymerization of dicyclopentadiene was observed slowly by a gradual thickening of the solution to a rubbery viscous material after three hours. After 24 hours, the material was... The reactants are N([C@@H](C(C)C)C(=O)O)C(=O)OC(C)(C)C (Boc-Val), C1(CCCCC1)N=C=NC1CCCCC1 (dicyclohexyl carbodiimide), C1=NC2=C(N1COCCO)N=C(N=C2O)N (acyclovir), 4-N,N(dimethylamino) pyridine, C1(CCCCC1)N=C=NC1CCCCC1.N([C@@H](C(C)C)C(=O)O)C(=O)OC(C)(C)C (DCC Boc-Val). The solvent is CN(C=O)C (dimethylformamide). Conditions: time 18 hour. Yields the product CC(C)[C@@H](C(=O)OCCOCN1C=NC2=C1NC(=NC2=O)N)N (Val-ACV). As a reaction SMILES: [NH:1](C(OC(C)(C)C)=O)[C@H:2]([C:6]([OH:8])=[O:7])[CH:3]([CH3:5])[CH3:4].C1(N=C=NC2CCCCC2)CCCCC1.C1(N=C=NC2CCCCC2)CCCCC1.N(C(OC(C)(C)C)=O)[C@H](C(O)=O)C(C)C.[CH:61]1[N:65]([CH2:66][O:67][CH2:68][CH2:69]O)[C:64]2[N:71]=[C:72]([NH2:76])[N:73]=[C:74]([OH:75])[C:63]=2[N:62]=1>CN(C)C=O>[CH3:5][CH:3]([C@H:2]([NH2:1])[C:6]([O:8][CH2:69][CH2:68][O:67][CH2:66][N:65]1[C:64]2[NH:71][C:72]([NH2:76])=[N:73][C:74](=[O:75])[C:63]=2[N:62]=[CH:61]1)=[O:7])[CH3:4] |f:2.3|. Reported procedure: A mixture of the desired stereoisomeric form of Boc-Val, and dicyclohexyl carbodiimide (DCC), in dimethylformamide (DMF) in a ratio of 1:2 DCC/Boc-Val was stirred for 1 hr at 0° C. under nitrogen atmosphere. A solution of acyclovir (1) and 4-N,N(dimethylamino) pyridine (DMAP) was added to the reaction mixture, stirred for 18 hrs and then filtered. The solvent of the filtrate was partially removed in vacuo and the impure solution was added dropwise to cold diethyl ether. The resulting precipitate... Starting materials: Cl.N1CCC(CC1)NC(=O)C1=C(NC2=C1N=CN=C2C2=C(C=CC(=C2)F)OCC2CC2)C (4-(2-cyclopropylmethoxy-5-fluoro-phenyl)-6-methyl-5H-pyrrolo[3,2-d]pyrimidine-7-carboxylic acid piperidin-4-ylamide hydrochloride), C(C)(=O)Cl (acetyl chloride). The product is C(C)(=O)N1CCC(CC1)NC(=O)C1=C(NC2=C1N=CN=C2C2=C(C=CC(=C2)F)OCC2CC2)C (4-(2-Cyclopropylmethoxy-5-fluoro-phenyl)-6-methyl-5H-pyrrolo[3,2-d]pyrimidine-7-carboxylic acid (1-acetyl-piperidin-4-yl)-amide). As a reaction SMILES: Cl.[NH:2]1[CH2:7][CH2:6][CH:5]([NH:8][C:9]([C:11]2[C:15]3[N:16]=[CH:17][N:18]=[C:19]([C:20]4[CH:25]=[C:24]([F:26])[CH:23]=[CH:22][C:21]=4[O:27][CH2:28][CH:29]4[CH2:31][CH2:30]4)[C:14]=3[NH:13][C:12]=2[CH3:32])=[O:10])[CH2:4][CH2:3]1.[C:33](Cl)(=[O:35])[CH3:34]>>[C:33]([N:2]1[CH2:3][CH2:4][CH:5]([NH:8][C:9]([C:11]2[C:15]3[N:16]=[CH:17][N:18]=[C:19]([C:20]4[CH:25]=[C:24]([F:26])[CH:23]=[CH:22][C:21]=4[O:27][CH2:28][CH:29]4[CH2:30][CH2:31]4)[C:14]=3[NH:13][C:12]=2[CH3:32])=[O:10])[CH2:6][CH2:7]1)(=[O:35])[CH3:34] |f:0.1|. Procedure details: Starting from 4-(2-cyclopropylmethoxy-5-fluoro-phenyl)-6-methyl-5H-pyrrolo[3,2-d]pyrimidine-7-carboxylic acid piperidin-4-ylamide hydrochloride (example D.f12) and commercially acetyl chloride the title compound is obtained as colorless solid. The reactants are O=C(O)CN1CCC(c2ccc(F)cc2Cl)C1=O, O=C(O)CN1CCCC(c2ccc(F)cc2)(c2ccc(F)cc2)C1=O, Fc1ccc2c(c1)CNC2, c1ccc(C2(c3ccccc3)CCNC2)cc1. The product is O=C(CN1CCC(c2ccc(F)cc2Cl)C1=O)N1Cc2ccc(F)cc2C1. RXN SMILES: [Cl:1][c:2]1[c:3]([CH:9]2[C:10](=[O:18])[N:11]([CH2:14][C:15](=[O:16])[OH:17])[CH2:12][CH2:13]2)[cH:4][cH:5][c:6]([F:8])[cH:7]1.[F:19][c:20]1[cH:21][cH:22][c:23]([C:24]2([c:25]3[cH:26][cH:27][c:28]([F:29])[cH:30][cH:31]3)[CH2:32][CH2:33][CH2:34][N:35]([CH2:36][C:37]([OH:38])=[O:39])[C:40]2=[O:41])[cH:42][cH:43]1.[F:44][c:45]1[cH:46][c:47]2[c:51]([cH:52][cH:53]1)[CH2:50][NH:49][CH2:48]2.[c:54]1([C:55]2([c:56]3[cH:57][cH:58][cH:59][cH:60][cH:61]3)[CH2:62][CH2:63][NH:64][CH2:65]2)[cH:66][cH:67][cH:68][cH:69][cH:70]1>>[Cl:1][c:2]1[c:3]([CH:9]2[C:10](=[O:18])[N:11]([CH2:14][C:15](=[O:17])[N:49]3[CH2:48][c:47]4[cH:46][c:45]([F:44])[cH:53][cH:52][c:51]4[CH2:50]3)[CH2:12][CH2:13]2)[cH:4][cH:5][c:6]([F:8])[cH:7]1. Product: CC(CCCOC1=CC=C(C=C1)OCC1=CC=CC=C1)CC ((±)-p-benzyloxyphenyl 4-methylhexyl ether). RXN SMILES: [CH2:1]([O:6][C:7]1[CH:12]=[CH:11][CH:10]=[CH:9][C:8]=1O)[CH2:2][CH2:3][CH2:4][CH3:5].[OH-:14].[Na+].CC(CC)CCC[C:21]1[CH:22]=[C:23](S([O-])(=O)=O)[C:24]([CH3:27])=[CH:25][CH:26]=1.[CH2:34](O)[CH3:35]>O>[CH3:5][CH:4]([CH2:34][CH3:35])[CH2:3][CH2:2][CH2:1][O:6][C:7]1[CH:12]=[CH:11][C:10]([O:14][CH2:27][C:24]2[CH:25]=[CH:26][CH:21]=[CH:22][CH:23]=2)=[CH:9][CH:8]=1 |f:1.2|. The reactants are [OH-].[Na+] (NaOH), C(CCCC)OC1=C(C=CC=C1)O (pentyloxyphenol), C(C)O (ethanol), CC(CCCC=1C=C(C(=CC1)C)S(=O)(=O)[O-])CC ((±)-p-(4-methylhexyl)toluenesulfonate). Reported procedure: To a solution of pentyloxyphenol (50 g, 0.25 mol) dissolved in ethanol (250 ml) was added a solution of NaOH (12 g, 0.30 mol) dissolved in water (12 ml), followed by dropwise adding to the mixture, (±)-p-(4-methylhexyl)toluenesulfonate (79 g, 0.27 mol), heating the resulting mixture under reflux for 10 hours, distilling off ethanol after completion of the reaction, extracting with toluene, washing the resulting organic layer with 6N-hydrochloric acid, then with 2N-NaOH aqueous solution, further ... Run in O (water).